From a dataset of the Open Reaction Database (ORD), a public repository of structured organic reaction records. describe an organic reaction: reactants, conditions, products, and yield Starting materials: ClC1=CC=CC(=N1)C(=O)N(C1=CC=C(C=C1)CN1C[C@@H](N(CC1)C(=O)OC(C)(C)C)C)C (1,1-Dimethylethyl (2S)-4-({4-[[(6-chloro-2-pyridinyl)carbonyl](methyl)amino]phenyl}methyl)-2-methyl-1-piperazinecarboxylate), FC=1C=C(C=CC1)O (3-fluorophenol). Conditions: time 3.3 hour. Yields the product FC=1C=C(C=CC1)OC1=CC=CC(=N1)C(=O)N(C1=CC=C(C=C1)CN1C[C@@H](N(CC1)C(=O)OC(C)(C)C)C)C (1,1-Dimethylethyl (2S)-4-({4-[({6-[(3-fluorophenyl)oxy]-2-pyridinyl}carbonyl)(methyl)amino]phenyl}methyl)-2-methyl-1-piperazinecarboxylate). As a reaction SMILES: Cl[C:2]1[N:7]=[C:6]([C:8]([N:10]([CH3:32])[C:11]2[CH:16]=[CH:15][C:14]([CH2:17][N:18]3[CH2:23][CH2:22][N:21]([C:24]([O:26][C:27]([CH3:30])([CH3:29])[CH3:28])=[O:25])[C@@H:20]([CH3:31])[CH2:19]3)=[CH:13][CH:12]=2)=[O:9])[CH:5]=[CH:4][CH:3]=1.[F:33][C:34]1[CH:35]=[C:36]([OH:40])[CH:37]=[CH:38][CH:39]=1>>[F:33][C:34]1[CH:35]=[C:36]([O:40][C:2]2[N:7]=[C:6]([C:8]([N:10]([CH3:32])[C:11]3[CH:16]=[CH:15][C:14]([CH2:17][N:18]4[CH2:23][CH2:22][N:21]([C:24]([O:26][C:27]([CH3:30])([CH3:29])[CH3:28])=[O:25])[C@@H:20]([CH3:31])[CH2:19]4)=[CH:13][CH:12]=3)=[O:9])[CH:5]=[CH:4][CH:3]=2)[CH:37]=[CH:38][CH:39]=1. Procedure details: The title compound was prepared from 1,1-dimethylethyl (2S)-4-({4-[[(6-chloro-2-pyridinyl)carbonyl](methyl)amino]phenyl}methyl)-2-methyl-1-piperazinecarboxylate (D107) and 3-fluorophenol using a procedure similar to that described for D125 in Description 125 although the reaction time was 3.3 h. MS (ES): MH+ 535.4. Starting materials: CC1(c2ccccc2)OC(C(=O)O)=CC1=O, CO, O=S(=O)(O)O. Yields the product COC(=O)C1=CC(=O)C(C)(c2ccccc2)O1. RXN SMILES: [CH3:1][C:2]1([c:11]2[cH:12][cH:13][cH:14][cH:15][cH:16]2)[C:3](=[O:10])[CH:4]=[C:5]([C:7](=[O:8])[OH:9])[O:6]1.[CH3:22][OH:23].[S:17](=[O:18])(=[O:19])([OH:20])[OH:21]>>[CH3:1][C:2]1([c:11]2[cH:12][cH:13][cH:14][cH:15][cH:16]2)[C:3](=[O:10])[CH:4]=[C:5]([C:7]([O:8][CH3:22])=[O:9])[O:6]1. Reactants: O=C(Cl)c1ccccc1, CCCc1nc2ccc(OCCO)cc2c(=O)n1Cc1ccc(-c2ccccc2-c2nnnn2COC)cc1, c1ccncc1. Yields the product CCCc1nc2ccc(OCCOC(=O)c3ccccc3)cc2c(=O)n1Cc1ccc(-c2ccccc2-c2nnnn2COC)cc1. As a reaction SMILES: [C:40]([c:41]1[cH:42][cH:43][cH:44][cH:45][cH:46]1)(=[O:47])[Cl:48].[OH:1][CH2:2][CH2:3][O:4][c:5]1[cH:6][c:7]2[c:8](=[O:39])[n:9]([CH2:18][c:19]3[cH:20][cH:21][c:22](-[c:25]4[c:26](-[c:31]5[n:32][n:33][n:34][n:35]5[CH2:36][O:37][CH3:38])[cH:27][cH:28][cH:29][cH:30]4)[cH:23][cH:24]3)[c:10]([CH2:15][CH2:16][CH3:17])[n:11][c:12]2[cH:13][cH:14]1.[cH:49]1[cH:50][cH:51][n:52][cH:53][cH:54]1>>[O:1]([CH2:2][CH2:3][O:4][c:5]1[cH:6][c:7]2[c:8](=[O:39])[n:9]([CH2:18][c:19]3[cH:20][cH:21][c:22](-[c:25]4[c:26](-[c:31]5[n:32][n:33][n:34][n:35]5[CH2:36][O:37][CH3:38])[cH:27][cH:28][cH:29][cH:30]4)[cH:23][cH:24]3)[c:10]([CH2:15][CH2:16][CH3:17])[n:11][c:12]2[cH:13][cH:14]1)[C:40]([c:41]1[cH:42][cH:43][cH:44][cH:45][cH:46]1)=[O:47]. The reactants are COC(=O)c1c(O)c2cc(Br)cn2n(Cc2ccc(C(F)(F)F)cc2)c1=O, CCOC(C)=O, [Na+], [Na+], O=C([O-])[O-], OB(O)c1ccccc1. The product is COC(=O)c1c(O)c2cc(-c3ccccc3)cn2n(Cc2ccc(C(F)(F)F)cc2)c1=O. Reaction SMILES: [CH3:1][O:2][C:3](=[O:4])[c:5]1[c:6]([OH:27])[c:7]2[n:8]([n:9]([CH2:12][c:13]3[cH:14][cH:15][c:16]([C:19]([F:20])([F:21])[F:22])[cH:17][cH:18]3)[c:10]1=[O:11])[cH:23][c:24]([Br:26])[cH:25]2.[CH3:43][CH2:44][O:45][C:46]([CH3:47])=[O:48].[Na+:37].[Na+:38].[O-:39][C:40](=[O:41])[O-:42].[c:28]1([B:34]([OH:35])[OH:36])[cH:29][cH:30][cH:31][cH:32][cH:33]1>>[CH3:1][O:2][C:3](=[O:4])[c:5]1[c:6]([OH:27])[c:7]2[n:8]([n:9]([CH2:12][c:13]3[cH:14][cH:15][c:16]([C:19]([F:20])([F:21])[F:22])[cH:17][cH:18]3)[c:10]1=[O:11])[cH:23][c:24](-[c:28]1[cH:29][cH:30][cH:31][cH:32][cH:33]1)[cH:25]2.